Dataset: the Open Reaction Database (ORD), a public repository of structured organic reaction records. Task: describe an organic reaction: reactants, conditions, products, and yield Reaction SMILES: [NH2:1][C:2]1[C:3](=[O:16])[N:4]([CH2:13][CH2:14][CH3:15])[C:5](=[O:12])[N:6]([CH2:9][CH2:10][CH3:11])[C:7]=1[NH2:8].[CH3:17][O:18][C:19]1[C:29]([CH3:30])=[C:28]([O:31][CH3:32])[CH:27]=[CH:26][C:20]=1[CH:21]=[CH:22][C:23](O)=O>>[CH3:17][O:18][C:19]1[C:29]([CH3:30])=[C:28]([O:31][CH3:32])[CH:27]=[CH:26][C:20]=1/[CH:21]=[CH:22]/[C:23]1[NH:1][C:2]2[C:3](=[O:16])[N:4]([CH2:13][CH2:14][CH3:15])[C:5](=[O:12])[N:6]([CH2:9][CH2:10][CH3:11])[C:7]=2[N:8]=1. Reactants: NC=1C(N(C(N(C1N)CCC)=O)CCC)=O (5,6-diamino-1,3-dipropyluracil), COC1=C(C=CC(=O)O)C=CC(=C1C)OC (2,4 -dimethoxy-3-methylcinnamic acid). Yields the product COC1=C(/C=C/C2=NC=3N(C(N(C(C3N2)=O)CCC)=O)CCC)C=CC(=C1C)OC ((E)-8-(2,4-Dimethoxy-3-methylstyryl)-1,3-dipropylxanthine). Reported procedure: Substantially the same procedure as in Reference Example 1 was repeated using 1.25 g (5.52 mmol) of 5,6-diamino-1,3-dipropyluracil and 1.35 g (6.08 mmol) of 2,4 -dimethoxy-3-methylcinnamic acid. Then, the resultant crude crystals were recrystallized from dioxane/water to give 1.14 g (yield 50%) of Compound 14 as white needles. The yield is 50.1%. The reactants are CC(C)([O-])C.[K+] (Potassium tert-butoxide), O1C(NCC1)=O (oxazolidin-2-one), ClC=1SC=CC1[N+](=O)[O-] (2-chloro-3-nitrothiophene). The solvent is [Cl-].[Na+].O (brine), CN(C)C=O (DMF). Conditions: time 1 hour. Yields the product [N+](=O)([O-])C1=C(SC=C1)N1C(OCC1)=O (3-(3-nitrothiophen-2-yl)oxazolidin-2-one). Reaction SMILES: CC(C)([O-])C.[K+].[O:7]1[CH2:11][CH2:10][NH:9][C:8]1=[O:12].Cl[C:14]1[S:15][CH:16]=[CH:17][C:18]=1[N+:19]([O-:21])=[O:20]>CN(C=O)C.[Cl-].[Na+].O>[N+:19]([C:18]1[CH:17]=[CH:16][S:15][C:14]=1[N:9]1[CH2:10][CH2:11][O:7][C:8]1=[O:12])([O-:21])=[O:20] |f:0.1,5.6.7|. Procedure: Potassium tert-butoxide (1.86 g, 16.6 mmol) and oxazolidin-2-one (1.90 g, 21.8 mmol) in DMF (50 ml) was stirred for 30 min. 2-chloro-3-nitrothiophene (1.64 g, 10.0 mmol) was added and after 1 h, the solution was placed into a preheated oil bath at 100° C. After stirring for 1 h, the solution was diluted with brine and extracted with diethyl ether. The combined organic extracts were dried over magnesium sulfate, filtered and concentrated under reduced pressure. The residue was flash chromatograph... Reactants: CC(=O)O, CC(N)C(=O)N1C(=O)C(C)c2ccccc2-c2c(N)cccc21. Yields the product CC(=O)NC(C)C(=O)N1C(=O)C(C)c2ccccc2-c2c(N)cccc21. RXN SMILES: [CH3:24][C:25]([OH:26])=[O:27].[NH2:1][CH:2]([CH3:3])[C:4](=[O:5])[N:6]1[c:7]2[c:8]([c:19]([NH2:23])[cH:20][cH:21][cH:22]2)-[c:9]2[c:10]([cH:15][cH:16][cH:17][cH:18]2)[CH:11]([CH3:14])[C:12]1=[O:13]>>[NH:1]([CH:2]([CH3:3])[C:4](=[O:5])[N:6]1[c:7]2[c:8]([c:19]([NH2:23])[cH:20][cH:21][cH:22]2)-[c:9]2[c:10]([cH:15][cH:16][cH:17][cH:18]2)[CH:11]([CH3:14])[C:12]1=[O:13])[C:25]([CH3:24])=[O:26].